This data is from the Open Reaction Database (ORD), a public repository of structured organic reaction records. The task is: describe an organic reaction: reactants, conditions, products, and yield RXN SMILES: [C:15]([c:16]1[nH:17][cH:18][cH:19][n:20]1)([c:21]1[nH:22][cH:23][cH:24][n:25]1)=[O:26].[CH2:30]1[O:31][CH2:32][CH2:33][CH2:34]1.[NH2:28][NH2:29].[OH2:27].[OH:1][c:2]1[n:3][cH:4][n:5][c:6]2[cH:7][c:8]([C:12](=[O:13])[OH:14])[cH:9][cH:10][c:11]12>>[OH:1][c:2]1[n:3][cH:4][n:5][c:6]2[cH:7][c:8]([C:12](=[O:14])[NH:28][NH2:29])[cH:9][cH:10][c:11]12. Starting materials: O=C(c1ncc[nH]1)c1ncc[nH]1, C1CCOC1, NN, O, O=C(O)c1ccc2c(O)ncnc2c1. The product is NNC(=O)c1ccc2c(O)ncnc2c1. Starting materials: COCC1=NC(=NC=C1CO)C1=CC=C(C=C1)OC(F)(F)F ([4-methoxymethyl-2-(4-trifluoromethoxy-phenyl)-pyrimidin-5-yl]-methanol), S(=O)(Cl)Cl (thionylchloride). The product is ClCC=1C(=NC(=NC1)C1=CC=C(C=C1)OC(F)(F)F)COC (5-Chloromethyl-4-methoxymethyl-2-(4-trifluoromethoxy-phenyl)-pyrimidine). RXN SMILES: [CH3:1][O:2][CH2:3][C:4]1[C:9]([CH2:10]O)=[CH:8][N:7]=[C:6]([C:12]2[CH:17]=[CH:16][C:15]([O:18][C:19]([F:22])([F:21])[F:20])=[CH:14][CH:13]=2)[N:5]=1.S(Cl)([Cl:25])=O>>[Cl:25][CH2:10][C:9]1[C:4]([CH2:3][O:2][CH3:1])=[N:5][C:6]([C:12]2[CH:17]=[CH:16][C:15]([O:18][C:19]([F:22])([F:21])[F:20])=[CH:14][CH:13]=2)=[N:7][CH:8]=1. Procedure: In analogy to the procedure described in example 113H], [4-methoxymethyl-2-(4-trifluoromethoxy-phenyl)-pyrimidin-5-yl]-methanol and thionylchloride gave the title compound as a brown oil. Reactants: ON1C(C=2C(C1=O)=CC=CC2)=O (N-hydroxyphtalimide), C1CCC2=NCCCN2CC1 (DBU), CC1=CC=C(C=C1)S(=O)(=O)[O-] (monotosylate), C(COCCO)O (diethylene glycol). Run in CN(C)C=O (DMF). Run at temperature 80 celsius. Product: OCCOCCON1C(C=2C(C1=O)=CC=CC2)=O (N-2-(2-Hydroxyethoxy)ethoxyphtalimide). The yield is 74.0%. RXN SMILES: [OH:1][N:2]1[C:6](=[O:7])[C:5]2=[CH:8][CH:9]=[CH:10][CH:11]=[C:4]2[C:3]1=[O:12].C1CCN2C(=NCCC2)CC1.CC1C=CC(S([O-])(=O)=O)=CC=1.[CH2:35]([OH:41])[CH2:36][O:37][CH2:38][CH2:39]O>CN(C=O)C>[OH:41][CH2:35][CH2:36][O:37][CH2:38][CH2:39][O:1][N:2]1[C:3](=[O:12])[C:4]2=[CH:11][CH:10]=[CH:9][CH:8]=[C:5]2[C:6]1=[O:7]. Reported procedure: To a stirred solution of N-hydroxyphtalimide (4.3 g, 26.2 mmol) in dry DMF (mL) was added DBU (4.0 g, 26.2 mmol). To this dark red solution was added monotosylate of diethylene glycol (6.8 g, 26.2 mmol). The reaction mixture was heated at 80° C. overnight, concentrated in vacuo, dissolved in ethyl acetate (200 mL) and extracted with saturated sodium bicarbonate until the aqueous phase was colorless. The organic phase was evaporated and dried by coevaporation with toluene. The title product was o... Starting materials: C(C)(C)(C)OC(NC1=C(C=C(C(=C1)OC)C(F)(F)F)NC(CC(=O)C1=CC(=CC=C1)C1=CC(=NO1)C)=O)=O ((5-methoxy-2-{3-[3-(3-methyl-isoxazol-5-yl)-phenyl]-3-oxo-propionylamino}-4-trifluoromethyl-phenyl)-carbamic acid tert.-butyl ester), C(=O)(C(F)(F)F)O (TFA). Run in C(Cl)Cl (CH2Cl2). Yields the product COC1=CC2=C(NC(CC(=N2)C2=CC(=CC=C2)C2=CC(=NO2)C)=O)C=C1C(F)(F)F (7-Methoxy-4-[3-(3-methyl-isoxazol-5-yl)-phenyl]-8-trifluoromethyl-1,3-dihydro-benzo[b][1,4]diazepin-2-one), solid. As a reaction SMILES: C(OC(=O)[NH:7][C:8]1[CH:13]=[C:12]([O:14][CH3:15])[C:11]([C:16]([F:19])([F:18])[F:17])=[CH:10][C:9]=1[NH:20][C:21](=[O:37])[CH2:22][C:23]([C:25]1[CH:30]=[CH:29][CH:28]=[C:27]([C:31]2[O:35][N:34]=[C:33]([CH3:36])[CH:32]=2)[CH:26]=1)=O)(C)(C)C.C(O)(C(F)(F)F)=O>C(Cl)Cl>[CH3:15][O:14][C:12]1[C:11]([C:16]([F:19])([F:18])[F:17])=[CH:10][C:9]2[NH:20][C:21](=[O:37])[CH2:22][C:23]([C:25]3[CH:30]=[CH:29][CH:28]=[C:27]([C:31]4[O:35][N:34]=[C:33]([CH3:36])[CH:32]=4)[CH:26]=3)=[N:7][C:8]=2[CH:13]=1. Reported procedure: The title compound was prepared from (5-methoxy-2-{3-[3-(3-methyl-isoxazol-5-yl)-phenyl]-3-oxo-propionylamino}-4-trifluoromethyl-phenyl)-carbamic acid tert.-butyl ester (Example M29) (254 mg, 0.48 mmol) by treatment with TFA in CH2Cl2 according to the general procedure N. Obtained as an off-white solid (96 mg). The reactants are COC(C(C1=CC(=CC=C1)[N+](=O)[O-])Br)=O (bromo-(3-nitro-phenyl)-acetic acid methyl ester), CNCCNC (N,N′-dimethyl-ethane-1,2-diamine). The product is CN1C(C(N(CC1)C)C1=CC(=CC=C1)[N+](=O)[O-])=O (1,4-Dimethyl-3-(3-nitro-phenyl)-piperazin-2-one), oil. Isolated yield 98.0%. RXN SMILES: CO[C:3](=[O:15])[CH:4](Br)[C:5]1[CH:10]=[CH:9][CH:8]=[C:7]([N+:11]([O-:13])=[O:12])[CH:6]=1.[CH3:16][NH:17][CH2:18][CH2:19][NH:20][CH3:21]>>[CH3:16][N:17]1[CH2:18][CH2:19][N:20]([CH3:21])[CH:4]([C:5]2[CH:10]=[CH:9][CH:8]=[C:7]([N+:11]([O-:13])=[O:12])[CH:6]=2)[C:3]1=[O:15]. Procedure: 1,4-Dimethyl-3-(3-nitro-phenyl)-piperazin-2-one was prepared from bromo-(3-nitro-phenyl)-acetic acid methyl ester and N,N′-dimethyl-ethane-1,2-diamine in an analogous manner to Example 1072b. Product isolated as a clear-orange oil (959 mg, 98%). LCMS (m/e) 250 (M+H); 1H-NMR (CDCl3, 400 MHz) δ 8.32 (s, 1H), 8.14 (d, 1H, J=8.2 Hz), 7.76 (d, 1H, J=7.6 Hz), 7.54-7.46 (m, 1H), 3.83 (s, 1H), 3.83-3.73 (m, 1H), 3.26-3.18 (m, 1H), 3.08-3.01 (m, 1H), 2.97 (s, 3H), 2.79-2.69 (m, 1H), 2.19 (s, 3H). The reactants are C(C)(C)OC(C)C (diisopropyl ether), C(C)(C)OC(C)C (diisopropyl ether), C(C)(C)O (isopropyl alcohol), C(C)(C)OC(C)C (diisopropyl ether), alcohol, C(C)(C)OC(C)C (diisopropyl ether). Run in O (water), O (water), O (water). The product is C(C)(C)(C)OC(C)C (isopropyl tertiary butyl ether), C(C)(C)(CC)OC(C)C (isopropyl tertiary amyl ether). As a reaction SMILES: [CH:1]([O:4][CH:5]([CH3:7])[CH3:6])([CH3:3])[CH3:2].[CH:8](O)(C)[CH3:9]>O>[C:1]([O:4][CH:5]([CH3:7])[CH3:6])([CH3:8])([CH3:3])[CH3:2].[C:1]([O:4][CH:5]([CH3:7])[CH3:6])([CH2:8][CH3:9])([CH3:3])[CH3:2]. Procedure details: Aqueous alcohol stream 26 is passed to a drier 34 operated at 150° C. and 125 psig. A diisopropyl ether-containing stream 36 is also introduced into drier 34. The diisopropyl ether acts as an entrainer and draws water from the isopropyl alcohol into stream 38 so that stream 38 is a mixture of water and diisopropyl ether. Stream 38 enters a separator 40 where a diisopropyl ether enriched phase readily separates from a water enriched phase. The diisopropyl ether enriched phase is removed from the ... The reactants are Cl (hydrochloric acid), C(C1=CC=CC=C1)OC1=CC=C(C(=O)O)C=C1 (p-benzyloxybenzoic acid), S(=O)(Cl)Cl (thionyl chloride), C[C@H](CO)CC ((S)-2-methylbutyl alcohol), C1=CCCCC1 (cyclohexene). The reagents and catalysts are [Pd] (palladium black). Solvent: C(C)(=O)OCC (ethyl acetate), C(C)O (ethanol), C1(=CC=CC=C1)C (toluene), C(Cl)(Cl)(Cl)Cl (carbon tetrachloride), C1(=CC=CC=C1)C (toluene). Product: OC1=CC=C(C(=O)OC[C@H](CC)C)C=C1 ((S)-2-methylbutyl 4 hydroxybenzoate). The yield is 77.2%. As a reaction SMILES: C(OC1C=[CH:16][C:12]([C:13](O)=[O:14])=[CH:11][CH:10]=1)C1C=CC=CC=1.S(Cl)(Cl)=[O:19].[CH3:22][C@@H:23]([CH2:26][CH3:27])[CH2:24][OH:25].Cl.[CH:29]1[CH2:34]CCCC=1>C(Cl)(Cl)(Cl)Cl.C1(C)C=CC=CC=1.C(O)C.[Pd].C(OCC)(=O)C>[OH:19][C:29]1[CH:34]=[CH:22][C:23]([C:24]([O:14][CH2:13][C@@H:12]([CH3:16])[CH2:11][CH3:10])=[O:25])=[CH:26][CH:27]=1. Procedure: 6.54 g of p-benzyloxybenzoic acid was heated under reflux together with 12.5 g of thionyl chloride in 40 ml of carbon tetrachloride for 3 hours. Then the unreacted thionyl chloride and carbon tetrachloride were distilled off to obtain a yellow oily residue. A solution obtained by dissolving 1.64 g of (S)-2-methylbutyl alcohol in 40.0 ml of toluene was added to the oily residue and the resulting mixture was heated under reflux for 3 hours. After completion of the reaction, 30.0 ml of ethyl acetat...